This data is from the Open Reaction Database (ORD), a public repository of structured organic reaction records. The task is: describe an organic reaction: reactants, conditions, products, and yield Reactants: Cc1ccc(F)cc1C(=O)O, COc1ccc(N)cc1C. The reagents and catalysts are C1CCN(C1)[P+](N2CCCC2)(N3CCCC3)ON4C5=C(C=CC=N5)N=N4.F[P-](F)(F)(F)(F)F (PyAOP), CCN(C(C)C)C(C)C (DIPEA), C1=CC2=C(N=C1)N(N=N2)O (HOAt). Run in CN(C)C=O (DMF), CN(C)C=O (DMF), CN(C)C=O (DMF), CN(C)C=O (DMF), CN(C)C=O (DMF), CN(C)C=O (DMF). Reaction conditions: temperature 25 celsius, time 2 hour. Product: COc1ccc(NC(=O)c2cc(F)ccc2C)cc1C. Yield: 53.7%. As a reaction SMILES: COc1ccc(N)cc1C.Cc1ccc(F)cc1C(=O)O.C1CCN(C1)[P+](N2CCCC2)(N3CCCC3)ON4C5=C(C=CC=N5)N=N4.F[P-](F)(F)(F)(F)F.C1=CC2=C(N=C1)N(N=N2)O.CCN(C(C)C)C(C)C.CN(C)C=O>>COc1ccc(NC(=O)c2cc(F)ccc2C)cc1C. Starting materials: ClCC1=CC(=NN1C)C (5-(chloromethyl)-1,3-dimethyl-1H-pyrazole), [H-].[Na+] (NaH), BrC1=CC=CC(=N1)CO ((6-Bromopyridin-2-yl)methanol). The solvent is O (water), C(Cl)Cl (DCM), C(Cl)Cl (DCM), C1CCOC1 (THF). Run at time 20 minute. Product: BrC1=NC(=CC=C1)COCC1=CC(=NN1C)C (2-Bromo-6-{[(1,3-dimethyl-1H-pyrazol-5-yl)methoxy]methyl}pyridine). As a reaction SMILES: [H-].[Na+].Cl[CH2:4][C:5]1[N:9]([CH3:10])[N:8]=[C:7]([CH3:11])[CH:6]=1.[Br:12][C:13]1[N:18]=[C:17]([CH2:19][OH:20])[CH:16]=[CH:15][CH:14]=1>C1COCC1.O.C(Cl)Cl>[Br:12][C:13]1[CH:14]=[CH:15][CH:16]=[C:17]([CH2:19][O:20][CH2:4][C:5]2[N:9]([CH3:10])[N:8]=[C:7]([CH3:11])[CH:6]=2)[N:18]=1 |f:0.1|. Procedure: To a suspension of NaH (64 mg, 1.59 mmol) in THF (4 mL) at 0° C. under argon was added 5-(chloromethyl)-1,3-dimethyl-1H-pyrazole (230 mg, 1.59 mmol) and allowed to stir for 20 minutes. (6-Bromopyridin-2-yl)methanol (150 mg, 0.80 mmol) was then added and the mixture was allowed to warm to room temperature and then heated to 55° C. overnight. The reaction was then cooled to ambient temperature and quenched by the addition of water. The quenched reaction mixture was diluted with water (10 mL) and D... Starting materials: C(C)OC=1C(C(CCC1)C(C(=O)OCC)=O)=O (ethyl (3-ethoxy-2-oxocyclohex-3-en-1-yl)(oxo)acetate), C(C)(=O)O (acetic acid), Cl.C(C)(C)(C)NN (tert-butyl hydrazine hydrochloride). Solvent: C(C)O (ethanol). Reaction conditions: temperature 60 celsius, time 3 hour. The product is C(C)(C)(C)N1N=C(C=2CCCC(C12)=O)C(=O)OCC (ethyl 1-tert-butyl-7-oxo-4,5,6,7-tetrahydro-1H-indazole-3-carboxylate). The yield is 90.0%. Reaction SMILES: C([O:3][C:4]1[C:5](=O)[CH:6]([C:10](=O)[C:11]([O:13][CH2:14][CH3:15])=[O:12])[CH2:7][CH2:8][CH:9]=1)C.C(O)(=O)C.Cl.[C:23]([NH:27][NH2:28])([CH3:26])([CH3:25])[CH3:24]>C(O)C>[C:23]([N:27]1[C:5]2[C:4](=[O:3])[CH2:9][CH2:8][CH2:7][C:6]=2[C:10]([C:11]([O:13][CH2:14][CH3:15])=[O:12])=[N:28]1)([CH3:26])([CH3:25])[CH3:24] |f:2.3|. Reported procedure: To a solution of ethyl (3-ethoxy-2-oxocyclohex-3-en-1-yl)(oxo)acetate 10 g (42.6 mmol) and acetic acid 5 ml in absolute ethanol (150 ml) at room temperature was added tert-butyl hydrazine hydrochloride 6 g (48 mmol). The mixture was stirred at 60° C. for 3 hours. The volatiles were removed under vacuum, the residue was diluted with DCM and washed with sat. aqueous solution of NaHCO3, and with brine. The organic phase was dried with sodium sulfate, filtered, and concentrated. The crude material w...